Dataset: the Open Reaction Database (ORD), a public repository of structured organic reaction records. Task: describe an organic reaction: reactants, conditions, products, and yield Procedure details: A solution of acetal 15 (5.8 9, 0.02 mol) in EtOH (50 mL) was allowed to stir for 16 hours at room temperature over Raney nickel (0.2 g), in order to remove the trace amounts of sulphur impurities prior to hydrogenation. Excess nickel was removed by filtration through Celite. The solvent is CCO (EtOH). Reactants: COC([C@H]1N(CCC1)C(=O)OCC1=CC=CC=C1)OC ((2S)-N-(benzoxycarbonyl)pyrrolidine-2-carboxaldehyde dimethyl acetal). The product is COC(C1NCCC1)OC (Pyrrolidine-2-carboxaldehyde Dimethyl Acetal). RXN SMILES: [CH3:1][O:2][CH:3]([O:19][CH3:20])[C@@H:4]1[CH2:8][CH2:7][CH2:6][N:5]1C(OCC1C=CC=CC=1)=O>CCO.[Ni]>[CH3:1][O:2][CH:3]([O:19][CH3:20])[CH:4]1[CH2:8][CH2:7][CH2:6][NH:5]1. Reagents/catalysts: [Ni] (Raney nickel). The reactants are C(#N)CC1=CC=C(CCC(=O)O)C=C1 (p-cyanomethylhydrocinnamic acid), mercuric oxide, BrBr (bromine). The solvent is C(Cl)(Cl)(Cl)Cl (carbon tetrachloride). Product: BrCCC1=CC=C(C=C1)CC#N ([4-(2-Bromoethyl)phenyl]acetonitrile). RXN SMILES: [C:1]([CH2:3][C:4]1[CH:14]=[CH:13][C:7]([CH2:8][CH2:9]C(O)=O)=[CH:6][CH:5]=1)#[N:2].[Br:15]Br>C(Cl)(Cl)(Cl)Cl>[Br:15][CH2:9][CH2:8][C:7]1[CH:13]=[CH:14][C:4]([CH2:3][C:1]#[N:2])=[CH:5][CH:6]=1. Procedure: A mixture of p-cyanomethylhydrocinnamic acid (18.9 g., 0.1 mole), red mercuric oxide (17.2 g., 0.08 mole), and carbon tetrachloride (180 ml.) is stirred at room temperature while bromine (16.0 g., 0.1 mole) is added dropwise during 40 minutes. The resulting mixture is heated at reflux for 1 hour. The mixture is then cooled, filtered, washed with dilute hydrochloric acid and water, and dried over magnesium sulfate. The solution is evaporated to leave the product as a yellow residual oil. It is pu... Starting materials: C(=O)([O-])[O-].[K+].[K+] (K2CO3), CC1(NC(CC(C1)O)(C)C)C (2,2,6,6-tetramethylpiperidin-4-ol), C(#N)C=1OC2=C(N1)C=CC=C2 (2-cyanobenzoxazole). Solvent: CC(CC)=O (2-butanone). The product is O1C(=NC2=C1C=CC=C2)C(=O)OC2CC(NC(C2)(C)C)(C)C (2,2,6,6-Tetramethyl-4-piperidinyl 2-benzoxazolecarboxylate). RXN SMILES: [C:1]([C:3]1[O:4][C:5]2[CH:11]=[CH:10][CH:9]=[CH:8][C:6]=2[N:7]=1)#N.C([O-])([O-])=[O:13].[K+].[K+].[CH3:18][C:19]1([CH3:28])[CH2:24][CH:23]([OH:25])[CH2:22][C:21]([CH3:27])([CH3:26])[NH:20]1>CC(=O)CC>[O:4]1[C:5]2[CH:11]=[CH:10][CH:9]=[CH:8][C:6]=2[N:7]=[C:3]1[C:1]([O:25][CH:23]1[CH2:22][C:21]([CH3:27])([CH3:26])[NH:20][C:19]([CH3:28])([CH3:18])[CH2:24]1)=[O:13] |f:1.2.3|. Reported procedure: A mixture of 2-cyanobenzoxazole, a catalytic amount of K2CO3, and 2,2,6,6-tetramethylpiperidin-4-ol in 2-butanone was refluxed for 10 hours. After the precipitate was filtered and heated with aqueous HCl for 2 hours, product I was obtained by filtration. Reactants: N1(N=NC=C1)CCCCC1=CC=C(C=C1)O (4-(4-[1,2,3]triazol-1-yl-butyl)-phenol), C([O-])([O-])=O.[Cs+].[Cs+] (cesium carbonate), ClCC=1N=C(SC1)C=CC1=CC=C(C=C1)S(=O)C(F)(F)F (4-chloromethyl-2-[2-(4-trifluoromethanesulfinyl-phenyl)-vinyl]-thiazole), [I-].[K+] (potassium iodide). The solvent is CC(CC)=O (butanone). Reaction conditions: temperature 60 celsius, time 30 minute. The product is FC(S(=O)C1=CC=C(C=C1)/C=C/C=1SC=C(N1)COC1=CC=C(C=C1)CCCCN1N=NC=C1)(F)F (1-[4-(4-{2-[(E)-2-(4-trifluoromethanesulfinyl-phenyl)-vinyl]-thiazol-4-ylmethoxy}-phenyl)-butyl]-1H-[1,2,3]triazole). Reaction SMILES: [N:1]1([CH2:6][CH2:7][CH2:8][CH2:9][C:10]2[CH:15]=[CH:14][C:13]([OH:16])=[CH:12][CH:11]=2)[CH:5]=[CH:4][N:3]=[N:2]1.C(=O)([O-])[O-].[Cs+].[Cs+].Cl[CH2:24][C:25]1[N:26]=[C:27]([CH:30]=[CH:31][C:32]2[CH:37]=[CH:36][C:35]([S:38]([C:40]([F:43])([F:42])[F:41])=[O:39])=[CH:34][CH:33]=2)[S:28][CH:29]=1.[I-].[K+]>CC(=O)CC>[F:43][C:40]([F:41])([F:42])[S:38]([C:35]1[CH:36]=[CH:37][C:32](/[CH:31]=[CH:30]/[C:27]2[S:28][CH:29]=[C:25]([CH2:24][O:16][C:13]3[CH:12]=[CH:11][C:10]([CH2:9][CH2:8][CH2:7][CH2:6][N:1]4[CH:5]=[CH:4][N:3]=[N:2]4)=[CH:15][CH:14]=3)[N:26]=2)=[CH:33][CH:34]=1)=[O:39] |f:1.2.3,5.6|. Procedure details: A mixture of 0.11 g (0.49 mmol) 4-(4-[1,2,3]triazol-1-yl-butyl)-phenol and 0.10 g (0.30 mmol) cesium carbonate in 10 ml butanone was stirred at 60° C. for 30 min, then 0.15 g (0.49 mmol) 4-chloromethyl-2-[2-(4-trifluoromethanesulfinyl-phenyl)-vinyl]-thiazole and 0.08 g (0.49 mmol) potassium iodide were added and stirring at 60° C. continued for 3 days. After evaporation, 15 ml water was added and the mixture extracted with two portions of 15 ml ethyl acetate. The combined organic layers were was...